From a dataset of the Open Reaction Database (ORD), a public repository of structured organic reaction records. describe an organic reaction: reactants, conditions, products, and yield Reactants: COC1=CC=C(C=C1)CC(=O)O (2-(4-methoxyphenyl)acetic acid), O1C(=NC=C1)C=1SC=CC1N (2-(oxazol-2-yl)thiophen-3-amine). The product is COC1=CC=C(C=C1)CC(=O)NC1=C(SC=C1)C=1OC=CN1 (2-(4-methoxyphenyl)-N-(2-(oxazol-2-yl)thiophen-3-yl)acetamide). Reaction SMILES: [CH3:1][O:2][C:3]1[CH:8]=[CH:7][C:6]([CH2:9][C:10]([OH:12])=O)=[CH:5][CH:4]=1.[O:13]1[CH:17]=[CH:16][N:15]=[C:14]1[C:18]1[S:19][CH:20]=[CH:21][C:22]=1[NH2:23]>>[CH3:1][O:2][C:3]1[CH:4]=[CH:5][C:6]([CH2:9][C:10]([NH:23][C:22]2[CH:21]=[CH:20][S:19][C:18]=2[C:14]2[O:13][CH:17]=[CH:16][N:15]=2)=[O:12])=[CH:7][CH:8]=1. Reported procedure: 2-(4-methoxyphenyl)-N-(2-(oxazol-2-yl)thiophen-3-yl)acetamide was prepared from 2-(4-methoxyphenyl)acetic acid 64 mg, 0.385 mmol) and 2-(oxazol-2-yl)thiophen-3-amine (64 mg, 0.385 mmol) according to protocol A. Retention time (min)=6.845, method [7], MS(ESI) 315.1 (M+H); 1H NMR (300 MHz, CDCl3) δ 10.59 (s, 1H), 8.17 (d, J=5.2 Hz, 1H), 7.52 (s, 1H), 7.28-7.37 (m, 3H), 6.94-6.99 (m, 3H), 3.85 (s, 3H), 3.66 (s, 2H). The reactants are Cl.NC1C(N(CCSC1)CC(=O)OCC)=O (6-Amino-tetrahydro-5-oxo-1,4-thiazepine-4(5H)-acetic acid, ethyl ester, hydrochloride), ClCC([C@H](CC1=CC=CC=C1)NC(C1=CC=CC=C1)=O)=O ((S)-N-[3-chloro-2-oxo-1-(phenylmethyl)propyl]benzamide). Product: C(C1=CC=CC=C1)(=O)NC(C(CNC1C(N(CCSC1)CC(=O)OCC)=O)=O)CC1=CC=CC=C1 (tetrahydro-6-[[3-(benzoylamino)-2-oxo-4-phenylbutyl]amino]-5-oxo-1,4-thiazepine-4(5H)-acetic acid, ethyl ester). RXN SMILES: Cl.[NH2:2][CH:3]1[CH2:9][S:8][CH2:7][CH2:6][N:5]([CH2:10][C:11]([O:13][CH2:14][CH3:15])=[O:12])[C:4]1=[O:16].Cl[CH2:18][C:19](=[O:37])[C@@H:20]([NH:28][C:29](=[O:36])[C:30]1[CH:35]=[CH:34][CH:33]=[CH:32][CH:31]=1)[CH2:21][C:22]1[CH:27]=[CH:26][CH:25]=[CH:24][CH:23]=1>>[C:29]([NH:28][CH:20]([CH2:21][C:22]1[CH:23]=[CH:24][CH:25]=[CH:26][CH:27]=1)[C:19](=[O:37])[CH2:18][NH:2][CH:3]1[CH2:9][S:8][CH2:7][CH2:6][N:5]([CH2:10][C:11]([O:13][CH2:14][CH3:15])=[O:12])[C:4]1=[O:16])(=[O:36])[C:30]1[CH:31]=[CH:32][CH:33]=[CH:34][CH:35]=1 |f:0.1|. Procedure details: 6-Amino-tetrahydro-5-oxo-1,4-thiazepine-4(5H)-acetic acid, ethyl ester, hydrochloride is reacted with (S)-N-[3-chloro-2-oxo-1-(phenylmethyl)propyl]benzamide according to the procedure of Example 1(h) to give tetrahydro-6-[[3-(benzoylamino)-2-oxo-4-phenylbutyl]amino]-5-oxo-1,4-thiazepine-4(5H)-acetic acid, ethyl ester.